Dataset: the Open Reaction Database (ORD), a public repository of structured organic reaction records. Task: describe an organic reaction: reactants, conditions, products, and yield Starting materials: C1CCOC1, Nc1ccc(CNCCN2CCCC2)cc1, Cc1cc(C(=O)Nc2cccc(C(=O)c3ccc4c(c3)NC(=O)C4=CO)c2)n(C)n1. Product: Cc1cc(C(=O)Nc2cccc(C(=O)c3ccc4c(c3)NC(=O)C4=CNc3ccc(CNCCN4CCCC4)cc3)c2)n(C)n1. Reaction SMILES: [CH2:47]1[O:48][CH2:49][CH2:50][CH2:51]1.[N:31]1([CH2:36][CH2:37][NH:38][CH2:39][c:40]2[cH:41][cH:42][c:43]([NH2:46])[cH:44][cH:45]2)[CH2:32][CH2:33][CH2:34][CH2:35]1.[OH:1][CH:2]=[C:3]1[C:4](=[O:30])[NH:5][c:6]2[cH:7][c:8]([C:12](=[O:13])[c:14]3[cH:15][c:16]([NH:20][C:21](=[O:22])[c:23]4[n:24]([CH3:29])[n:25][c:26]([CH3:28])[cH:27]4)[cH:17][cH:18][cH:19]3)[cH:9][cH:10][c:11]21>>[CH:2](=[C:3]1[C:4](=[O:30])[NH:5][c:6]2[cH:7][c:8]([C:12](=[O:13])[c:14]3[cH:15][c:16]([NH:20][C:21](=[O:22])[c:23]4[n:24]([CH3:29])[n:25][c:26]([CH3:28])[cH:27]4)[cH:17][cH:18][cH:19]3)[cH:9][cH:10][c:11]21)[NH:46][c:43]1[cH:42][cH:41][c:40]([CH2:39][NH:38][CH2:37][CH2:36][N:31]2[CH2:32][CH2:33][CH2:34][CH2:35]2)[cH:45][cH:44]1. Reactants: ClC=1C=C(C=2N(C1)C=CN2)Br (6-Chloro-8-bromoimidazo[1,2-a]pyridine), O1CC(C1)N1CCN(CC1)C=1C=CC(=NC1)N (5-(4-(oxetan-3-yl)piperazin-1-yl)pyridin-2-amine), CC1(C2=C(C(=CC=C2)P(C3=CC=CC=C3)C4=CC=CC=C4)OC5=C(C=CC=C51)P(C6=CC=CC=C6)C7=CC=CC=C7)C (Xantphos), C(=O)([O-])[O-].[Cs+].[Cs+] (Cs2CO3). Reagents/catalysts: C=1C=CC(=CC1)/C=C/C(=O)/C=C/C2=CC=CC=C2.C=1C=CC(=CC1)/C=C/C(=O)/C=C/C2=CC=CC=C2.C=1C=CC(=CC1)/C=C/C(=O)/C=C/C2=CC=CC=C2.[Pd].[Pd] (Pd2(dba)3). Run in O1CCOCC1 (dioxane). Conditions: temperature 100 celsius. Yields the product ClC=1C=C(C=2N(C1)C=CN2)NC2=NC=C(C=C2)N2CCN(CC2)C2COC2 (6-Chloro-N-(5-(4-(oxetan-3-yl)piperazin-1-yl)pyridin-2-yl)imidazo[1,2-a]pyridin-8-amine). Isolated yield 66.1%. As a reaction SMILES: [Cl:1][C:2]1[CH:3]=[C:4](Br)[C:5]2[N:6]([CH:8]=[CH:9][N:10]=2)[CH:7]=1.[O:12]1[CH2:15][CH:14]([N:16]2[CH2:21][CH2:20][N:19]([C:22]3[CH:23]=[CH:24][C:25]([NH2:28])=[N:26][CH:27]=3)[CH2:18][CH2:17]2)[CH2:13]1.CC1(C)C2C(=C(P(C3C=CC=CC=3)C3C=CC=CC=3)C=CC=2)OC2C(P(C3C=CC=CC=3)C3C=CC=CC=3)=CC=CC1=2.C([O-])([O-])=O.[Cs+].[Cs+]>C1C=CC(/C=C/C(/C=C/C2C=CC=CC=2)=O)=CC=1.C1C=CC(/C=C/C(/C=C/C2C=CC=CC=2)=O)=CC=1.C1C=CC(/C=C/C(/C=C/C2C=CC=CC=2)=O)=CC=1.[Pd].[Pd].O1CCOCC1>[Cl:1][C:2]1[CH:3]=[C:4]([NH:28][C:25]2[CH:24]=[CH:23][C:22]([N:19]3[CH2:20][CH2:21][N:16]([CH:14]4[CH2:13][O:12][CH2:15]4)[CH2:17][CH2:18]3)=[CH:27][N:26]=2)[C:5]2[N:6]([CH:8]=[CH:9][N:10]=2)[CH:7]=1 |f:3.4.5,6.7.8.9.10|. Procedure: A 50-mL round-bottomed flask equipped with a reflux condenser was charged with 8-bromo-6-chloroimidazo[1,2-a]pyridine 101a (264 mg, 1.14 mmol), 5-(4-(oxetan-3-yl)piperazin-1-yl)pyridin-2-amine (328 mg, 1.14 mmol), Pd2(dba)3 (102 mg, 0.11 mmol), Xantphos (63 mg, 0.11 mmol), Cs2CO3 (3.58 g, 11.0 mmol), dioxane (20 mL). After three cycles of vacuum/argon flush, the mixture was heated at 100° C. overnight. It was then filtered and the filtrate was evaporated under reduced pressure. The residue was p... Reactants: CC(CCCC)C=1C=C(C=2C(=CC(OC2C1)(C)C)C1=CC=NC=C1)O (7-(2-Hexyl)-2,2-dimethyl-4-(4-pyridyl)-2H-chromen-5-ol), BrCC1=CC2=CC=CC=C2C=C1 (2-bromomethyl-naphthalene). Run in CC(=O)C (acetone). Yields the product [Br-].CC(CCCC)C1=CC(=C2C(=CC(OC2=C1)(C)C)C1=CC=[N+](C=C1)CC1=CC2=CC=CC=C2C=C1)O (4-[7-(2-hexyl)-5-hydroxy-2,2-dimethyl-2H-chromen-4-yl]-1-(2-naphthylmethyl) pyridinium bromide). The yield is 99.1%. As a reaction SMILES: [CH3:1][CH:2]([C:7]1[CH:8]=[C:9]([OH:25])[C:10]2[C:11]([C:19]3[CH:24]=[CH:23][N:22]=[CH:21][CH:20]=3)=[CH:12][C:13]([CH3:18])([CH3:17])[O:14][C:15]=2[CH:16]=1)[CH2:3][CH2:4][CH2:5][CH3:6].[Br:26][CH2:27][C:28]1[CH:37]=[CH:36][C:35]2[C:30](=[CH:31][CH:32]=[CH:33][CH:34]=2)[CH:29]=1>CC(C)=O>[Br-:26].[CH3:1][CH:2]([C:7]1[CH:16]=[C:15]2[C:10]([C:11]([C:19]3[CH:24]=[CH:23][N+:22]([CH2:27][C:28]4[CH:37]=[CH:36][C:35]5[C:30](=[CH:31][CH:32]=[CH:33][CH:34]=5)[CH:29]=4)=[CH:21][CH:20]=3)=[CH:12][C:13]([CH3:18])([CH3:17])[O:14]2)=[C:9]([OH:25])[CH:8]=1)[CH2:3][CH2:4][CH2:5][CH3:6] |f:3.4|. Reported procedure: 7-(2-Hexyl)-2,2-dimethyl-4-(4-pyridyl)-2H-chromen-5-ol (5.00 g), 2-bromomethyl-naphthalene (3.54 g) and acetone (70 ml) were heated together under reflux for 6 hours. The resulting pale yellow precipitate was filtered and dried to yield 4-[7-(2-hexyl)-5-hydroxy-2,2-dimethyl-2H-chromen-4-yl]-1-(2-naphthylmethyl) pyridinium bromide (8.20 g) m.p. 236°- 239°.